Task: describe an organic reaction: reactants, conditions, products, and yield. Dataset: the Open Reaction Database (ORD), a public repository of structured organic reaction records The reactants are NC1=CC2=C(NC(=NS2(=O)=O)NC(C)C)C=C1 (7-amino-3-isopropylamino-4H-1,2,4-benzothiadiazine 1,1-dioxide), C(C)(=O)OC(C)=O (acetic anhydride), O (water). The solvent is O1CCOCC1 (dioxane). Conditions: time 1 hour. Product: C(C)(=O)NC1=CC2=C(NC(=NS2(=O)=O)NC(C)C)C=C1 (7-Acetylamino-3-isopropylamino-4H-1,2,4-benzothiadiazine 1,1-dioxide). RXN SMILES: [NH2:1][C:2]1[CH:17]=[CH:16][C:5]2[NH:6][C:7]([NH:12][CH:13]([CH3:15])[CH3:14])=[N:8][S:9](=[O:11])(=[O:10])[C:4]=2[CH:3]=1.[C:18](OC(=O)C)(=[O:20])[CH3:19].O>O1CCOCC1>[C:18]([NH:1][C:2]1[CH:17]=[CH:16][C:5]2[NH:6][C:7]([NH:12][CH:13]([CH3:15])[CH3:14])=[N:8][S:9](=[O:10])(=[O:11])[C:4]=2[CH:3]=1)(=[O:20])[CH3:19]. Procedure: A mixture of 7-amino-3-isopropylamino-4H-1,2,4-benzothiadiazine 1,1-dioxide (0.18 g) and acetic anhydride (0.6 mL) in dioxane (2 mL) was stirred for 1 h at room temperature. The medium was then mixed with water (5 mL) and stirred for 1 h. The solvents were removed by distillation under reduced pressure and the residue of the crude title compound was recrystallized from methanol-water to give the title compound (yield: 0.16 g); m.p. 260-262° C.; IR (KBr): 3353, 3316, 3240, 3101, 3069, 2974, 1672,...